From a dataset of the Open Reaction Database (ORD), a public repository of structured organic reaction records. describe an organic reaction: reactants, conditions, products, and yield Reactants: CO, O=C1CCC=CC2CCCC(c3ccc(F)cc3)N12, [H][H], O=[Pt]. The product is O=C1CCCCC2CCCC(c3ccc(F)cc3)N12. Reaction SMILES: [CH3:22][OH:23].[F:1][c:2]1[cH:3][cH:4][c:5]([CH:8]2[CH2:9][CH2:10][CH2:11][CH:12]3[N:13]2[C:14](=[O:19])[CH2:15][CH2:16][CH:17]=[CH:18]3)[cH:6][cH:7]1.[H:20][H:21].[Pt:24]=[O:25]>>[F:1][c:2]1[cH:3][cH:4][c:5]([CH:8]2[CH2:9][CH2:10][CH2:11][CH:12]3[N:13]2[C:14](=[O:19])[CH2:15][CH2:16][CH2:17][CH2:18]3)[cH:6][cH:7]1. Starting materials: CC#N, COC(=O)c1ccn2ccnc2c1, O=C1CCC(=O)N1I. The product is COC(=O)c1ccn2c(I)cnc2c1. RXN SMILES: [CH3:22][C:23]#[N:24].[CH3:9][O:10][C:11](=[O:12])[c:13]1[cH:14][c:15]2[n:16]([cH:17][cH:18]1)[cH:19][cH:20][n:21]2.[O:1]=[C:2]1[N:3]([I:8])[C:4](=[O:5])[CH2:6][CH2:7]1>>[I:8][c:19]1[n:16]2[c:15]([cH:14][c:13]([C:11]([O:10][CH3:9])=[O:12])[cH:18][cH:17]2)[n:21][cH:20]1. Starting materials: O (water), BrC1=CC2=C(N=C(O2)C2=CC(=CC=C2)OC)C=C1 (6-bromo-2-(3-methoxyphenyl)benzoxazole), Compound, B(Br)(Br)Br (boron tribromide). Solvent: C(Cl)(Cl)Cl (chloroform). Conditions: temperature 65 celsius, time 9 hour. The product is BrC1=CC2=C(N=C(O2)C=2C=C(C=CC2)O)C=C1 (3-(6-bromobenzoxazol-2-yl)phenol). Yield: 88.7%. Reaction SMILES: [Br:1][C:2]1[CH:18]=[CH:17][C:5]2[N:6]=[C:7]([C:9]3[CH:14]=[CH:13][CH:12]=[C:11]([O:15]C)[CH:10]=3)[O:8][C:4]=2[CH:3]=1.B(Br)(Br)Br.O>C(Cl)(Cl)Cl>[Br:1][C:2]1[CH:18]=[CH:17][C:5]2[N:6]=[C:7]([C:9]3[CH:10]=[C:11]([OH:15])[CH:12]=[CH:13][CH:14]=3)[O:8][C:4]=2[CH:3]=1. Procedure: To a solution of 6-bromo-2-(3-methoxyphenyl)benzoxazole (Compound of Example 242) (19.45 g) in chloroform (800 ml) was added dropwise boron tribromide (100.05 g) at 0° C., and the mixture was stirred at room temperature for 4 hours and 65° C. for 9 hours. The reaction mixture was poured into water, and the mixture was stirred at room temperature for 30 minutes and extracted with chloroform-tetrahydrofuran (4:1, v/v). The organic layer was washed with water and dried over MgSO4, and the solvent w... Starting materials: CS(N)(=O)=O, CN(C)C=O, O=C(CCCl)c1ccccc1, [H-], [Na+], O. The product is CS(=O)(=O)NCCC(=O)c1ccccc1. Reaction SMILES: [CH3:1][S:2](=[O:3])(=[O:4])[NH2:5].[CH3:20][N:21]([CH3:22])[CH:23]=[O:24].[Cl:8][CH2:9][CH2:10][C:11](=[O:12])[c:13]1[cH:14][cH:15][cH:16][cH:17][cH:18]1.[H-:6].[Na+:7].[OH2:19]>>[CH3:1][S:2](=[O:3])(=[O:4])[NH:5][CH2:9][CH2:10][C:11](=[O:12])[c:13]1[cH:14][cH:15][cH:16][cH:17][cH:18]1. Reactants: CC(C)(C)OC(=O)Nc1cc(Cl)c(Cl)cc1[N+](=O)[O-], C1CCNC1, CS(C)=O. Yields the product CC(C)(C)OC(=O)Nc1cc(N2CCCC2)c(Cl)cc1[N+](=O)[O-]. Reaction SMILES: [C:1]([CH3:2])([CH3:3])([CH3:4])[O:5][C:6]([NH:7][c:8]1[c:9]([N+:16](=[O:17])[O-:18])[cH:10][c:11]([Cl:15])[c:12]([Cl:14])[cH:13]1)=[O:19].[CH2:20]1[CH2:21][CH2:22][NH:23][CH2:24]1.[CH3:25][S:26]([CH3:27])=[O:28]>>[C:1]([CH3:2])([CH3:3])([CH3:4])[O:5][C:6]([NH:7][c:8]1[c:9]([N+:16](=[O:17])[O-:18])[cH:10][c:11]([Cl:15])[c:12]([N:23]2[CH2:22][CH2:21][CH2:20][CH2:24]2)[cH:13]1)=[O:19]. Reactants: O1C=C[C@@H](O)[C@H](O)[C@H]1CO (glucal), C(C1=CC=CC=C1)O[C@H]1[C@@H](O[C@@H]([C@H]([C@@H]1OCC1=CC=CC=C1)OCC1=CC=CC=C1)COCC1=CC=CC=C1)C1=CC(=C(C=C1)Cl)CC=1SC(=CC1)Br (1-(2,3,4,6-tetra-O-benzyl-β-D-glucopyranosyl)-3-(5-bromo-2-thienylmethyl)-4-chlorobenzene), C(CCC)[Sn](C1=NC=CC=N1)(CCCC)CCCC (tri-n-butyl(2-pyrimidinyl)tin), O (water). Reagents/catalysts: C1([P]([Pd][P](C2=CC=CC=C2)(C3=CC=CC=C3)C4=CC=CC=C4)(C5=CC=CC=C5)C6=CC=CC=C6)=CC=CC=C1 (bis(triphenylphosphine)palladium). Solvent: CN1C(CCC1)=O (N-methyl-2-pyrrolidinone). Yields the product C(C1=CC=CC=C1)O[C@H]1[C@@H](O[C@@H]([C@H]([C@@H]1OCC1=CC=CC=C1)OCC1=CC=CC=C1)COCC1=CC=CC=C1)C1=CC(=C(C=C1)Cl)CC=1SC(=CC1)C1=NC=CC=N1 (1-(2,3,4,6-tetra-O-benzyl-β-D-glucopyranosyl)-4-chloro-3-(5-(2-pyrimidinyl)-2-thienylmethyl)benzene). The yield is 46.5%. As a reaction SMILES: O1[C@H](CO)[C@@H](O)[C@H](O)C=C1.[CH2:11]([O:18][C@@H:19]1[C@@H:24]([O:25][CH2:26][C:27]2[CH:32]=[CH:31][CH:30]=[CH:29][CH:28]=2)[C@H:23]([O:33][CH2:34][C:35]2[CH:40]=[CH:39][CH:38]=[CH:37][CH:36]=2)[C@@H:22]([CH2:41][O:42][CH2:43][C:44]2[CH:49]=[CH:48][CH:47]=[CH:46][CH:45]=2)[O:21][C@H:20]1[C:50]1[CH:55]=[CH:54][C:53]([Cl:56])=[C:52]([CH2:57][C:58]2[S:59][C:60](Br)=[CH:61][CH:62]=2)[CH:51]=1)[C:12]1[CH:17]=[CH:16][CH:15]=[CH:14][CH:13]=1.C([Sn](CCCC)(CCCC)[C:69]1[N:74]=[CH:73][CH:72]=[CH:71][N:70]=1)CCC.O>CN1CCCC1=O.C1(C=CC=CC=1)[P](C1C=CC=CC=1)(C1C=CC=CC=1)[Pd][P](C1C=CC=CC=1)(C1C=CC=CC=1)C1C=CC=CC=1>[CH2:11]([O:18][C@@H:19]1[C@@H:24]([O:25][CH2:26][C:27]2[CH:32]=[CH:31][CH:30]=[CH:29][CH:28]=2)[C@H:23]([O:33][CH2:34][C:35]2[CH:40]=[CH:39][CH:38]=[CH:37][CH:36]=2)[C@@H:22]([CH2:41][O:42][CH2:43][C:44]2[CH:49]=[CH:48][CH:47]=[CH:46][CH:45]=2)[O:21][C@H:20]1[C:50]1[CH:55]=[CH:54][C:53]([Cl:56])=[C:52]([CH2:57][C:58]2[S:59][C:60]([C:69]3[N:74]=[CH:73][CH:72]=[CH:71][N:70]=3)=[CH:61][CH:62]=2)[CH:51]=1)[C:12]1[CH:17]=[CH:16][CH:15]=[CH:14][CH:13]=1 |^1:96,110|. Reported procedure: To a solution of 5-bromo-2-chlorobenzoic acid 45 (1.22 g) in a mixture of tetrahydrofuran (20 ml)-toluene (20 ml) was added dropwise n-butyl lithium (2.44 M hexane solution, 4.26 ml) at −78° C. under argon atmosphere. The mixture was stirred at −78° C. for 30 minutes, and added dropwise thereto was a solution of 2,3,4,6-tetra-O-benzyl-β-D-glucolactone 46 (2.16 g) in toluene (10 ml), and the mixture was further stirred at the same temperature for 2 hours. To the mixture was added a saturated aque...